The task is: describe an organic reaction: reactants, conditions, products, and yield. This data is from the Open Reaction Database (ORD), a public repository of structured organic reaction records. Reaction SMILES: [CH3:1][O:2][C:3]([C:5]1[N:6]([CH:10]2[C:19]3[C:14](=[CH:15][CH:16]=[CH:17][CH:18]=3)[C:13](=[O:20])[NH:12][C:11]2([CH3:22])[CH3:21])[CH:7]=[N:8][CH:9]=1)=[O:4].[H-].[Na+].[CH2:25](I)[CH3:26]>CN(C=O)C>[CH3:1][O:2][C:3]([C:5]1[N:6]([CH:10]2[C:19]3[C:14](=[CH:15][CH:16]=[CH:17][CH:18]=3)[C:13](=[O:20])[N:12]([CH2:25][CH3:26])[C:11]2([CH3:22])[CH3:21])[CH:7]=[N:8][CH:9]=1)=[O:4] |f:1.2|. Product: COC(=O)C=1N(C=NC1)C1C(N(C(C2=CC=CC=C12)=O)CC)(C)C (3-(2-ethyl-3,3-dimethyl-1-oxo-1,2,3,4-tetrahydro-isoquinolin-4-yl)-3H-imidazole-4-carboxylic acid methyl ester). Reported procedure: To a solution of 3-(3,3-dimethyl-1-oxo-1,2,3,4-tetrahydro-isoquinolin-4-yl)-3H-imidazole-4-carboxylic acid methyl ester (114 mg, 0.381 mmol) (Example 33c) in DMF (6 mL) at −10° C. is added NaH [60% dispersion in oil (20 mg, 0.5 mmol)]. The reaction is stirred at −10° C. for 10 min, placed at room temperature for 5 min, and then recooled to −10° C., at which time ethyl iodide (0.070 mL, 0.875 mmol) is added. After 45 min the reaction is quenched with saturated aqueous NH4Cl, diluted with ethyl ac... Conditions: temperature -10 celsius, time 10 minute. The solvent is CN(C)C=O (DMF). Starting materials: COC(=O)C=1N(C=NC1)C1C(NC(C2=CC=CC=C12)=O)(C)C (3-(3,3-dimethyl-1-oxo-1,2,3,4-tetrahydro-isoquinolin-4-yl)-3H-imidazole-4-carboxylic acid methyl ester), [H-].[Na+] (NaH), oil, C(C)I (ethyl iodide). Starting materials: CSCCNC(OC(C)(C)C)=O (tert-butyl 2-(methylthio)ethylcarbamate), O (Water), C([O-])(O)=O.[Na+] (sodium bicarbonate), C1=CC(=CC(=C1)Cl)C(=O)OO (mCPBA). Run in O1CCCC1 (tetrahydrofuran), C(C)(=O)OCC (ethyl acetate). Run at time 1 hour. Product: CS(=O)(=O)CCNC(OC(C)(C)C)=O (tert-butyl 2-(methylsulfonyl)ethylcarbamate). Isolated yield 38.7%. As a reaction SMILES: [CH3:1][S:2][CH2:3][CH2:4][NH:5][C:6](=[O:12])[O:7][C:8]([CH3:11])([CH3:10])[CH3:9].C1C=C(Cl)C=C(C(OO)=[O:21])C=1.[OH2:24].C(=O)(O)[O-].[Na+]>O1CCCC1.C(OCC)(=O)C>[CH3:1][S:2]([CH2:3][CH2:4][NH:5][C:6](=[O:12])[O:7][C:8]([CH3:9])([CH3:11])[CH3:10])(=[O:21])=[O:24] |f:3.4|. Procedure details: In a dried reaction flask, the crude tert-butyl 2-(methylthio)ethylcarbamate (2.464 g, about 11.0 mmol) was dissolved in tetrahydrofuran (22 mL). To the mixture was added 77% mCPBA (5.698 g, 25.42 mmol) in portion at 0° C. The mixture was stirred for 1 hr. Water, saturated aqueous sodium bicarbonate solution and ethyl acetate were added. The mixture was extracted with ethyl acetate. The combined organic phase was washed with saturated salt water, dried over anhydrous sodium sulfate, and was puri... Solvent: C(C)OCC (diethyl ether). Reactants: [Mg] (magnesium), [Cl-].[NH4+] (ammonium chloride), C1=NC(=CC=2C3=CC=CC=C3NC12)C(=O)O (β-carboline-3-carboxylic acid), O1CCCC1 (tetrahydrofuran), C(C)Br (ethylbromide). Yields the product C(C)C(CC)(O)C=1N=CC=2NC3=CC=CC=C3C2C1 (3-(1-ethyl-1-hydroxy-propyl)-β-carboline). RXN SMILES: [CH:1]1[C:13]2[NH:12][C:11]3[C:6](=[CH:7][CH:8]=[CH:9][CH:10]=3)[C:5]=2[CH:4]=[C:3]([C:14]([OH:16])=O)[N:2]=1.[Mg].[CH2:18](Br)[CH3:19].[Cl-].[NH4+].O1CC[CH2:25][CH2:24]1>C(OCC)C>[CH2:24]([C:14]([C:3]1[N:2]=[CH:1][C:13]2[NH:12][C:11]3[C:6]([C:5]=2[CH:4]=1)=[CH:7][CH:8]=[CH:9][CH:10]=3)([OH:16])[CH2:18][CH3:19])[CH3:25] |f:3.4|. Reported procedure: 480 mg of β-carboline-3-carboxylic acid estyl ester are dissolved in 40 ml of tetrahydrofuran and added drop by drop to a Grignard solution consisting of 144 mg of magnesium chips and 660 mg of ethylbromide in 10 ml of diethyl ether. After 2 hours of reflux it is mixed with aqueous ammonium chloride solution and extracted with methylene chloride. After drying, filtering and evaporation, the residue is chromatographed on silica gel with toluene/glacial acetic acid/water=10:10:1 as eluant. 120 mg ... The reactants are C[Si](C)(C)CCOCn1cc(C#N)nc1C(=O)Nc1ccc(Br)cc1C1=CCCCC1, CCCO, CCO, ClCCl, O=C(O)C(F)(F)F. Yields the product N#Cc1c[nH]c(C(=O)Nc2ccc(Br)cc2C2=CCCCC2)n1. RXN SMILES: [Br:1][c:2]1[cH:3][c:4]([C:26]2=[CH:27][CH2:28][CH2:29][CH2:30][CH2:31]2)[c:5]([NH:8][C:9](=[O:10])[c:11]2[n:12]([CH2:18][O:19][CH2:20][CH2:21][Si:22]([CH3:23])([CH3:24])[CH3:25])[cH:13][c:14]([C:16]#[N:17])[n:15]2)[cH:6][cH:7]1.[CH2:42]([OH:43])[CH2:44][CH3:45].[CH3:32][CH2:33][OH:34].[Cl:46][CH2:47][Cl:48].[OH:35][C:36]([C:37]([F:38])([F:39])[F:40])=[O:41]>>[Br:1][c:2]1[cH:3][c:4]([C:26]2=[CH:27][CH2:28][CH2:29][CH2:30][CH2:31]2)[c:5]([NH:8][C:9](=[O:10])[c:11]2[nH:12][cH:13][c:14]([C:16]#[N:17])[n:15]2)[cH:6][cH:7]1. Reactants: C(C)[NH-] (ethyl amide), Cl.C(C)N (ethylamine hydrochloride), O1COC2=C1C=CC(=C2)OC2=C(C(=O)NCC1=CC=C(C=C1)C(C)(C(NC)=O)C)C=CC=N2 (2-(Benzo[1,3]dioxol-5-yloxy)-N-[4-(1-methyl-1-methylcarbamoyl-ethyl)-benzyl]-nicotinamide). Product: O1COC2=C1C=CC(=C2)OC2=C(C(=O)NCC1=CC=C(C=C1)C(C)(C)C(NCC)=O)C=CC=N2 (2-(Benzo[1,3]dioxol-5-yloxy)-N-[4-(1-ethylcarbamoyl-1-methyl-ethyl)-benzyl]-nicotinamide). RXN SMILES: [CH2:1]([NH-])C.Cl.C(N)C.[O:8]1[C:12]2[CH:13]=[CH:14][C:15]([O:17][C:18]3[N:40]=[CH:39][CH:38]=[CH:37][C:19]=3[C:20]([NH:22][CH2:23][C:24]3[CH:29]=[CH:28][C:27]([C:30]([CH3:36])([C:32](=[O:35])[NH:33][CH3:34])[CH3:31])=[CH:26][CH:25]=3)=[O:21])=[CH:16][C:11]=2[O:10][CH2:9]1>>[O:8]1[C:12]2[CH:13]=[CH:14][C:15]([O:17][C:18]3[N:40]=[CH:39][CH:38]=[CH:37][C:19]=3[C:20]([NH:22][CH2:23][C:24]3[CH:29]=[CH:28][C:27]([C:30]([C:32](=[O:35])[NH:33][CH2:34][CH3:1])([CH3:36])[CH3:31])=[CH:26][CH:25]=3)=[O:21])=[CH:16][C:11]=2[O:10][CH2:9]1 |f:1.2|. Reported procedure: The remaining portion of the tetrahydrofuran solution from Example 5a (10 mL) was converted to the ethyl amide with ethylamine hydrochloride using the same procedure.